From a dataset of the Open Reaction Database (ORD), a public repository of structured organic reaction records. describe an organic reaction: reactants, conditions, products, and yield RXN SMILES: [CH2:1]([C:3]1[CH:4]=[CH:5][C:6]([CH:9]2[CH2:13][O:12]S(=O)[O:10]2)=[N:7][CH:8]=1)[CH3:2].O[C:16]1[CH:23]=[CH:22][C:19]([CH:20]=[O:21])=[CH:18][CH:17]=1>CN(C=O)C>[CH2:1]([C:3]1[CH:4]=[CH:5][C:6]([CH:9]([OH:10])[CH2:13][O:12][C:16]2[CH:23]=[CH:22][C:19]([CH:20]=[O:21])=[CH:18][CH:17]=2)=[N:7][CH:8]=1)[CH3:2]. Reactants: C(C)C=1C=CC(=NC1)C1OS(OC1)=O (5-ethyl-2-(2-oxo-[1,3,2]-dioxathiolan-4-yl)-pyridine), OC1=CC=C(C=O)C=C1 (p-hydroxy benzaldehyde). Yield: 48.1%. Procedure: 0.5 g (0.0023 mol) 5-ethyl-2-(2-oxo-[1,3,2]-dioxathiolan-4-yl)-pyridine was added into solution of 0.343 g (0.0027 mol) p-hydroxy benzaldehyde dissolved in 5 mL DMF. Reaction mixture was heated at 80° C. for 14 hr. Subsequent work up furnished 0.3 g (47%) the desired product. The product is C(C)C=1C=CC(=NC1)C(COC1=CC=C(C=O)C=C1)O (4-[2-(5-Ethyl-pyridin-2-yl)-2-hydroxy-ethoxy]-benzaldehyde). Solvent: CN(C)C=O (DMF). Conditions: temperature 80 celsius. Reactants: Cl.C(CCCCCCCCCCCCCCC)NC1=CC=C(C(=O)Cl)C=C1 (4-(hexadecylamino)benzoyl chloride hydrochloride), CS(=O)(=O)N (methanesulfonamide). Run in N1=CC=CC=C1 (pyridine). Product: C(CCCCCCCCCCCCCCC)NC1=CC=C(C(=O)NS(=O)(=O)C)C=C1 (N-[4-(hexadecylamino)benzoyl]methanesulfonamide). RXN SMILES: Cl.[CH2:2]([NH:18][C:19]1[CH:27]=[CH:26][C:22]([C:23](Cl)=[O:24])=[CH:21][CH:20]=1)[CH2:3][CH2:4][CH2:5][CH2:6][CH2:7][CH2:8][CH2:9][CH2:10][CH2:11][CH2:12][CH2:13][CH2:14][CH2:15][CH2:16][CH3:17].[CH3:28][S:29]([NH2:32])(=[O:31])=[O:30]>N1C=CC=CC=1>[CH2:2]([NH:18][C:19]1[CH:27]=[CH:26][C:22]([C:23]([NH:32][S:29]([CH3:28])(=[O:31])=[O:30])=[O:24])=[CH:21][CH:20]=1)[CH2:3][CH2:4][CH2:5][CH2:6][CH2:7][CH2:8][CH2:9][CH2:10][CH2:11][CH2:12][CH2:13][CH2:14][CH2:15][CH2:16][CH3:17] |f:0.1|. Procedure details: A solution of 25.2 g. of 4-(hexadecylamino)benzoyl chloride hydrochloride and 5.8 g. of methanesulfonamide in 250 ml. of pyridine was stirred under reflux for 2 hours and then concentrated in vacuo. The residue was partitioned between water and diethyl ether; the aqueous layer acidified with 1 N HCl, and the organic layer separated, dried (MgSO4), and evaporated. Crystallization of the residual white solid from 60% aqueous acetic acid followed by CH2Cl2 -hexane afforded the product as a white so... The reactants are FC(C(=O)C1=C(C=CC=C1)O)(F)F (trifluoroacetylphenol), C(CCCC)[C@@H]1CC[C@H](CC1)CBr (trans-4-pentylcyclohexylmethyl bromide), C(=O)([O-])[O-].[K+].[K+] (K2CO3). Run in CN(C)C=O (DMF). Run at temperature 140 celsius. Product: C(CCCC)[C@@H]1CC[C@H](CC1)COC1=CC=C(C=C1)C(C(F)(F)F)=O (4-(trans-4-pentylcyclohexylmethoxy)-1-trifluoroacetylbenzene). As a reaction SMILES: [F:1][C:2]([F:13])([F:12])[C:3]([C:5]1[CH:10]=[CH:9][CH:8]=[CH:7][C:6]=1O)=[O:4].[CH2:14]([C@H:19]1[CH2:24][CH2:23][C@H:22]([CH2:25]Br)[CH2:21][CH2:20]1)[CH2:15][CH2:16][CH2:17][CH3:18].C([O-])([O-])=[O:28].[K+].[K+]>CN(C=O)C>[CH2:14]([C@H:19]1[CH2:24][CH2:23][C@H:22]([CH2:25][O:28][C:8]2[CH:9]=[CH:10][C:5]([C:3](=[O:4])[C:2]([F:13])([F:12])[F:1])=[CH:6][CH:7]=2)[CH2:21][CH2:20]1)[CH2:15][CH2:16][CH2:17][CH3:18] |f:2.3.4|. Procedure details: A mixture of 0.1 mol of trifluoroacetylphenol, 0.11 mol of trans-4-pentylcyclohexylmethyl bromide, 0.3 mol of K2CO3 and 250 ml DMF is heated at 140° C. for 10 hours. Customary work-up and crystallization give 4-(trans-4-pentylcyclohexylmethoxy)-1-trifluoroacetylbenzene, mp. 60° C., Δε=13.7. The reactants are C(\C=C\C(=O)O)(=O)O (fumaric acid), N[C@@H](CC(=O)[O-])C(=O)[O-].[NH4+].[NH4+] (ammonium aspartate). The solvent is O (water). Reaction conditions: temperature 20 celsius, time 1 hour. The product is N[C@@H](CC(=O)O)C(=O)O (L-aspartic acid). The yield is 42.5%. RXN SMILES: C(O)(=O)/C=C/C(O)=O.[NH2:9][C@H:10]([C:15]([O-:17])=[O:16])[CH2:11][C:12]([O-:14])=[O:13].[NH4+].[NH4+]>O>[NH2:9][C@H:10]([C:15]([OH:17])=[O:16])[CH2:11][C:12]([OH:14])=[O:13] |f:1.2.3|. Procedure: 1.79 g of fumaric acid, with 25 g of water, were charged into a 100 ml Erlenmeyer flask. 24.8 g of the 37.27% w/w ammonium aspartate solution (0.0617 mol) of Example 1 were then added thereto. The liquid/solid mixture was then stirred for 1 h at a temperature of 20° C. After filtering, washing and drying, 3.49 g of L-aspartic acid were obtained. Starting materials: N1=CC=C(C=C1)CC(=O)OCC1=CC=CC=C1 (Benzyl 4-pyridylacetate), [H-].[K+] (potassium hydride), BrCCCCBr (1,4-dibromobutane). The product is N1=CC=C(C=C1)C1(CCCC1)C(=O)OCC1=CC=CC=C1 (1-(4-Pyridyl)cyclopentanecarboxylic acid, benzyl ester). RXN SMILES: [N:1]1[CH:6]=[CH:5][C:4]([CH2:7][C:8]([O:10][CH2:11][C:12]2[CH:17]=[CH:16][CH:15]=[CH:14][CH:13]=2)=[O:9])=[CH:3][CH:2]=1.[H-].[K+].Br[CH2:21][CH2:22][CH2:23][CH2:24]Br>>[N:1]1[CH:6]=[CH:5][C:4]([C:7]2([C:8]([O:10][CH2:11][C:12]3[CH:13]=[CH:14][CH:15]=[CH:16][CH:17]=3)=[O:9])[CH2:24][CH2:23][CH2:22][CH2:21]2)=[CH:3][CH:2]=1 |f:1.2|. Reported procedure: Benzyl 4-pyridylacetate (Step B, 0.80 g, 3.5 mmol) was reacted with potassium hydride and 1,4-dibromobutane according to the procedures described in Example 33, Step A to afford the title compound. 1H NMR (400 MHz, CD3OD): 8.42 (d, 2H), 7.39 (d, 2H), 7.28 (m, 3 H), 7.19 (m, 2H), 5.06 (s, 2H), 2.62 (m, 2H), 1.97 (m, 2H), 1.74 (m, 4H). LC-MS: m/e 282 (M+H)+ (2.2 min).